This data is from the Open Reaction Database (ORD), a public repository of structured organic reaction records. The task is: describe an organic reaction: reactants, conditions, products, and yield Reactants: COC(=O)c1ccc(O)cc1F, OCC1CCCO1. The product is COC(=O)c1ccc(OCC2CCCO2)cc1F. RXN SMILES: [F:8][c:9]1[c:10]([C:11](=[O:12])[O:13][CH3:14])[cH:15][cH:16][c:17]([OH:19])[cH:18]1.[O:1]1[CH:2]([CH2:6][OH:7])[CH2:3][CH2:4][CH2:5]1>>[O:1]1[CH:2]([CH2:6][O:7][c:17]2[cH:16][cH:15][c:10]([C:11](=[O:12])[O:13][CH3:14])[c:9]([F:8])[cH:18]2)[CH2:3][CH2:4][CH2:5]1. The reactants are ClC1=CC(=C(N)C=C1O)F (4-chloro-2-fluoro-5-hydroxyaniline), ClC1=C(C=NC2=CC(=C(C=C12)OC)OC)F (4-chloro-6,7-dimethoxy-3-fluoroquinoline), CC(CCC)O (2-pentanol). Yields the product Cl.COC=1C=C2C(=C(C=NC2=CC1OC)F)N(C1=C(C=C(C=C1)Cl)F)O (6,7-dimethoxy-3-fluoro-4-(4-chloro-2-fluoro-hydroxyanilino)quinoline hydrochloride). The yield is 37.0%. RXN SMILES: [Cl:1][C:2]1[C:8](O)=[CH:7][C:5]([NH2:6])=[C:4]([F:10])[CH:3]=1.Cl[C:12]1[C:21]2[C:16](=[CH:17][C:18]([O:24][CH3:25])=[C:19]([O:22][CH3:23])[CH:20]=2)[N:15]=[CH:14][C:13]=1[F:26].CC([OH:32])CCC>>[ClH:1].[CH3:23][O:22][C:19]1[CH:20]=[C:21]2[C:16](=[CH:17][C:18]=1[O:24][CH3:25])[N:15]=[CH:14][C:13]([F:26])=[C:12]2[N:6]([OH:32])[C:5]1[CH:7]=[CH:8][C:2]([Cl:1])=[CH:3][C:4]=1[F:10] |f:3.4|. Reported procedure: 4-Chloro-2-fluoro-5-hydroxyaniline (194 mg, 1.2 mmol), (as described in EP 61741 A2), was added to a suspension of 4-chloro-6,7-dimethoxy-3-fluoroquinoline (241 mg, 1 mmol) in 2-pentanol (5 ml). After refluxing for 15 hours, the precipitate was collected by filtration, washed with isopropanol and dried under vacuum. The solid was partitioned between ethyl acetate and aqueous sodium hydrogen carbonate. The organic layer was washed with water, brine, dried (MgSO4) and the volatiles were removed by... Starting materials: COC=1C=C([S-])C=CC1.[Na+] (sodium 3-methoxythiophenoxide), CON=C(C(=O)OCC)C(CBr)=O (ethyl 2-methoxyimino-3-oxo-4-bromobutyrate). Solvent: C(C)(=O)OCC (ethyl acetate), C(C)O (ethanol). Reaction conditions: temperature 25 celsius. Product: CON=C(C(=O)OCC)C(CSC1=CC(=CC=C1)OC)=O (ethyl 2-methoxyimino-3-oxo-4-(3-methoxyphenylthio)butyrate). Reaction SMILES: [CH3:1][O:2][C:3]1[CH:4]=[C:5]([CH:7]=[CH:8][CH:9]=1)[S-:6].[Na+].[CH3:11][O:12][N:13]=[C:14]([C:20](=[O:23])[CH2:21]Br)[C:15]([O:17][CH2:18][CH3:19])=[O:16]>C(O)C.C(OCC)(=O)C>[CH3:11][O:12][N:13]=[C:14]([C:20](=[O:23])[CH2:21][S:6][C:5]1[CH:7]=[CH:8][CH:9]=[C:3]([O:2][CH3:1])[CH:4]=1)[C:15]([O:17][CH2:18][CH3:19])=[O:16] |f:0.1|. Procedure: To a stirred solution of sodium 3-methoxythiophenoxide in 150 ml of ethanol (prepared by reacting 14 g of 3-methoxythiophenol with 5.94 g of sodium methoxide) were added dropwise over ten minutes 27.7 g of ethyl 2-methoxyimino-3-oxo-4-bromobutyrate. The reaction mixture was stirred at 25° C. for sixteen hours, and then the solvent was removed by evaporation under reduced pressure to give an oil. The oil was dissolved in ethyl acetate and washed several times with water. The organic layer was dri... The reactants are Intermediate 49, O.C1(=CC=C(C=C1)S(=O)(=O)O)C (p-toluenesulfonic acid monohydrate), C(=O)(OC(C)(C)C)N1C[C@@H](CC1)O (N-Boc-(R)-(−)-3-pyrrolidinol). The solvent is C(C)O (ethanol). The product is N1C[C@@H](CC1)O.CC1=CC=C(C=C1)S(=O)(=O)[O-] ((3R)-Pyrrolidin-3-ol 4-methylbenzenesulfonate). Yield: 98.2%. As a reaction SMILES: O.[C:2]1([CH3:12])[CH:7]=[CH:6][C:5]([S:8]([OH:11])(=[O:10])=[O:9])=[CH:4][CH:3]=1.C([N:20]1[CH2:24][CH2:23][C@@H:22]([OH:25])[CH2:21]1)(OC(C)(C)C)=O>C(O)C>[NH:20]1[CH2:24][CH2:23][C@@H:22]([OH:25])[CH2:21]1.[CH3:12][C:2]1[CH:3]=[CH:4][C:5]([S:8]([O-:11])(=[O:10])=[O:9])=[CH:6][CH:7]=1 |f:0.1,4.5|. Procedure: Prepare using the method of Intermediate 49 with p-toluenesulfonic acid monohydrate (0.255 g, 1.34 mmol), N-Boc-(R)-(−)-3-pyrrolidinol (0.251 g, 1.34 mmol) and ethanol (5 mL) to give the title compound as a pale yellow oil (0.34 g): MS (m/e): 88 (M+1). The reactants are BrB(Br)Br, ClCCl, COc1ccc2c(Oc3ccc(C=CC(=O)O)cc3F)c(-c3ccccc3)c(C)cc2c1. The product is Cc1cc2cc(O)ccc2c(Oc2ccc(C=CC(=O)O)cc2F)c1-c1ccccc1. Reaction SMILES: [B:33]([Br:34])([Br:35])[Br:36].[Cl:37][CH2:38][Cl:39].[F:1][c:2]1[cH:3][c:4]([CH:28]=[CH:29][C:30](=[O:31])[OH:32])[cH:5][cH:6][c:7]1[O:8][c:9]1[c:10](-[c:22]2[cH:23][cH:24][cH:25][cH:26][cH:27]2)[c:11]([CH3:21])[cH:12][c:13]2[cH:14][c:15]([O:19][CH3:20])[cH:16][cH:17][c:18]12>>[F:1][c:2]1[cH:3][c:4]([CH:28]=[CH:29][C:30](=[O:31])[OH:32])[cH:5][cH:6][c:7]1[O:8][c:9]1[c:10](-[c:22]2[cH:23][cH:24][cH:25][cH:26][cH:27]2)[c:11]([CH3:21])[cH:12][c:13]2[cH:14][c:15]([OH:19])[cH:16][cH:17][c:18]12. The reactants are OCCCCCCCCC(=O)OC (methyl 9-hydroxynonanoate), C1(=CC=CC=C1)N1C(NC(C1C1=CC=CC=C1)=O)=O (3,4-diphenylimidazolidine-2,5-dione), C1(=CC=CC=C1)P(C1=CC=CC=C1)C1=CC=CC=C1 (triphenylphosphine). The solvent is C1CCOC1 (THF), C1CCOC1 (THF). Conditions: time 72 hour. The product is O=C1N(C(C(N1C1=CC=CC=C1)C1=CC=CC=C1)=O)CCCCCCCCC(=O)OC (methyl 2,5-dioxo-3,4-diphenyl-1-imidazolidinenonanoate). The yield is 82.2%. Reaction SMILES: O[CH2:2][CH2:3][CH2:4][CH2:5][CH2:6][CH2:7][CH2:8][CH2:9][C:10]([O:12][CH3:13])=[O:11].[C:14]1([N:20]2[CH:24]([C:25]3[CH:30]=[CH:29][CH:28]=[CH:27][CH:26]=3)[C:23](=[O:31])[NH:22][C:21]2=[O:32])[CH:19]=[CH:18][CH:17]=[CH:16][CH:15]=1.C1(P(C2C=CC=CC=2)C2C=CC=CC=2)C=CC=CC=1>C1COCC1>[O:32]=[C:21]1[N:20]([C:14]2[CH:19]=[CH:18][CH:17]=[CH:16][CH:15]=2)[CH:24]([C:25]2[CH:26]=[CH:27][CH:28]=[CH:29][CH:30]=2)[C:23](=[O:31])[N:22]1[CH2:2][CH2:3][CH2:4][CH2:5][CH2:6][CH2:7][CH2:8][CH2:9][C:10]([O:12][CH3:13])=[O:11]. Procedure: Diethyl axodicarboxylate (1.39 g, 8 mmol) in THF (5 mL, was added dropwise to a stirred solution of methyl 9-hydroxynonanoate (1.50 g, 8 mmol), 3,4-diphenylimidazolidine-2,5-dione (2.02 g, 8 mmol) obtained according to the procedure of K. C. Joshi, et al., J. Het. Chem., 18, 1651-1653 (1981) and triphenylphosphine (2.10 g, 8 mmol) in THF (35 mL). The mixture was stirred at room temperature for 72 hours, the THF removed in vacuo and the residue triturated with a mixture of hexanes and diethyl eth... Reactants: COC1=C(OC2CNCC2)C=CC=C1 (3-o-methoxyphenoxypyrrolidine), ClC1=NC(=NC2=CC=CC=C12)C1=CC=CC=C1 (4-chloro-2-phenylquinazoline). The solvent is C(C)(C)O (isopropanol). Yields the product COC1=C(OC2CN(CC2)C2=NC(=NC3=CC=CC=C23)C2=CC=CC=C2)C=CC=C1 (4-[3-(2-Methoxyphenoxy)-1-pyrrolidinyl]-2-phenylquinazoline). RXN SMILES: [CH3:1][O:2][C:3]1[CH:14]=[CH:13][CH:12]=[CH:11][C:4]=1[O:5][CH:6]1[CH2:10][CH2:9][NH:8][CH2:7]1.Cl[C:16]1[C:25]2[C:20](=[CH:21][CH:22]=[CH:23][CH:24]=2)[N:19]=[C:18]([C:26]2[CH:31]=[CH:30][CH:29]=[CH:28][CH:27]=2)[N:17]=1>C(O)(C)C>[CH3:1][O:2][C:3]1[CH:14]=[CH:13][CH:12]=[CH:11][C:4]=1[O:5][CH:6]1[CH2:10][CH2:9][N:8]([C:16]2[C:25]3[C:20](=[CH:21][CH:22]=[CH:23][CH:24]=3)[N:19]=[C:18]([C:26]3[CH:31]=[CH:30][CH:29]=[CH:28][CH:27]=3)[N:17]=2)[CH2:7]1. Procedure: To a solution containing 150 ml of isopropanol and 4.8 g (0.025 mole) of 3-o-methoxyphenoxypyrrolidine was added, with stirring, 6.15 g (0.025 mole) of 4-chloro-2-phenylquinazoline. The reaction was exothermic and the mixture refluxed for 15 min. The temperature subsided to room temperature and, after standing at room temperature for 11/2 hr, the resulting reaction mixture was filtered. The crystalline solid was recrystallized with isopropanol. Yield of product was 1.9 g, m.p. 142°-144° C. The reactants are C(=O)(C(F)(F)F)O (TFA), C(CCCCCCCOC1CCN2[C@@H]1[C@@H](N(C1=C(C2=O)C=CC(=C1)OC)C(=O)OC(C)(C)C)OC1OCCCC1)OC1CCN2[C@@H]1[C@@H](N(C1=C(C2=O)C=CC(=C1)OC)C(=O)OC(C)(C)C)OC1OCCCC1 (1,1′-[(Octane-1,8-diyl)dioxy]bis[(11S,11aS)-10-(tert-butyloxycarbonyl)-8-methoxy-11-(tetrahydro-pyran-2-yloxy)-1,2,3,10,11,11a-hexahydro-5H-pyrrolo[2,1-c][1,4]benzodiazepine-5-one]), C(=O)(O)[O-].[Na+] (NaHCO3). Solvent: CO.C(Cl)(Cl)Cl (methanol chloroform). Conditions: time 1 hour. Yields the product C(CCCCCCCOC1CCN2[C@H]1C=NC1=C(C2=O)C=CC(=C1)OC)OC1CCN2[C@H]1C=NC1=C(C2=O)C=CC(=C1)OC (1,1′-[(Octane-1,8-diyl)dioxy]bis[(11aS)-8-methoxy-1,2,3,11a-tetrahydro-5H-pyrrolo[2,1-c][1,4]benzodiazepine-5-one]). The yield is 94.4%. Reaction SMILES: C(O)(C(F)(F)F)=O.[CH2:8]([O:48][CH:49]1[C@H:53]2[C@H:54](OC3CCCCO3)[N:55](C(OC(C)(C)C)=O)[C:56]3[CH:63]=[C:62]([O:64][CH3:65])[CH:61]=[CH:60][C:57]=3[C:58](=[O:59])[N:52]2[CH2:51][CH2:50]1)[CH2:9][CH2:10][CH2:11][CH2:12][CH2:13][CH2:14][CH2:15][O:16][CH:17]1[C@H:21]2[C@H:22](OC3CCCCO3)[N:23](C(OC(C)(C)C)=O)[C:24]3[CH:31]=[C:30]([O:32][CH3:33])[CH:29]=[CH:28][C:25]=3[C:26](=[O:27])[N:20]2[CH2:19][CH2:18]1.C([O-])(O)=O.[Na+]>CO.C(Cl)(Cl)Cl>[CH2:8]([O:48][CH:49]1[C@@H:53]2[CH:54]=[N:55][C:56]3[CH:63]=[C:62]([O:64][CH3:65])[CH:61]=[CH:60][C:57]=3[C:58](=[O:59])[N:52]2[CH2:51][CH2:50]1)[CH2:9][CH2:10][CH2:11][CH2:12][CH2:13][CH2:14][CH2:15][O:16][CH:17]1[C@@H:21]2[CH:22]=[N:23][C:24]3[CH:31]=[C:30]([O:32][CH3:33])[CH:29]=[CH:28][C:25]=3[C:26](=[O:27])[N:20]2[CH2:19][CH2:18]1 |f:2.3,4.5|. Reported procedure: 95% TFA (3 mL) was added drop-wise to dimer compound 8f (191 mg, 0.18 mmol) at 0° C. This was then stirred for 1 hr and the mixture was poured into saturated NaHCO3 (30 mL) solution to naturalize the reaction mixture. The mixture was extracted with chloroform (3×20 mL). The organic layer was then washed water (20 mL), brine (20 mL) then dried (MgSO4) and filtrated. The excess solvent was removed under reduced pressure to give the crude product, which was subjected to flash column chromatography ...